This data is from the Open Reaction Database (ORD), a public repository of structured organic reaction records. The task is: describe an organic reaction: reactants, conditions, products, and yield Reactants: ClC1=CC=C(C=2NC3=CC=C(C=C3C(C12)=O)OC)[N+](=O)[O-] (1-chloro-7-methoxy-4-nitro-9(10H)-acridinone), ClC1=CC=C(C=2N(C3=CC=C(C=C3C(C12)=O)OC)C)[N+](=O)[O-] (1-chloro-7-methoxy-10-methyl-4-nitro-9(10H)-acridinone). The product is ClC1=CC=C(C=2N(C3=CC=CC=C3C(C12)=O)C)[N+](=O)[O-] (1-Chloro-10-methyl-4-nitro-9(10H)-acridinone). RXN SMILES: ClC1C2C(=O)C3C(=CC=C(OC)C=3)NC=2C([N+]([O-])=O)=CC=1.[Cl:22][C:23]1[C:36]2[C:35](=[O:37])[C:34]3[C:29](=[CH:30][CH:31]=[C:32](OC)[CH:33]=3)[N:28]([CH3:40])[C:27]=2[C:26]([N+:41]([O-:43])=[O:42])=[CH:25][CH:24]=1>>[Cl:22][C:23]1[C:36]2[C:35](=[O:37])[C:34]3[C:29](=[CH:30][CH:31]=[CH:32][CH:33]=3)[N:28]([CH3:40])[C:27]=2[C:26]([N+:41]([O-:43])=[O:42])=[CH:25][CH:24]=1. Procedure details: In the same manner, 7.62 g (0.025 mol) of 1-chloro-7-methoxy-4-nitro-9(10H)-acridinone was converted to 5.05 g (63%) of 1-chloro-7-methoxy-10-methyl-4-nitro-9(10H)-acridinone, mp 235-240 degrees after recrystallization from toluene. Starting materials: O (water), NC1=NC(=CC=C1[N+](=O)[O-])Cl (2-amino-6-chloro-3-nitropyridine), C(C)(C)(C)OC(=O)N1CCNCC1 (N-(tert-butoxycarbonyl)piperazine), C([O-])([O-])=O.[K+].[K+] (potassium carbonate). Solvent: CN1C(CCC1)=O (N-methylpyrrolidone). Reaction conditions: temperature 160 celsius, time 15 minute. Yields the product NC1=NC=C(C=C1[N+](=O)[O-])N1CCN(CC1)C(=O)OC(C)(C)C (2-Amino-5-[4-(tert-butoxycarbonyl)piperazin-1-yl]-3-nitropyridine). The yield is 49.5%. Reaction SMILES: [NH2:1][C:2]1[C:7]([N+:8]([O-:10])=[O:9])=[CH:6][CH:5]=[C:4](Cl)[N:3]=1.[C:12]([O:16][C:17]([N:19]1[CH2:24][CH2:23][NH:22][CH2:21][CH2:20]1)=[O:18])([CH3:15])([CH3:14])[CH3:13].C(=O)([O-])[O-].[K+].[K+].O>CN1CCCC1=O>[NH2:1][C:2]1[C:7]([N+:8]([O-:10])=[O:9])=[CH:6][C:5]([N:22]2[CH2:21][CH2:20][N:19]([C:17]([O:16][C:12]([CH3:15])([CH3:14])[CH3:13])=[O:18])[CH2:24][CH2:23]2)=[CH:4][N:3]=1 |f:2.3.4|. Procedure details: A suspension of 350 mg of 2-amino-6-chloro-3-nitropyridine, 744 mg of N-(tert-butoxycarbonyl)piperazine and 552 mg of potassium carbonate in 4 ml of N-methylpyrrolidone was stirred in nitrogen atmosphere for 15 minutes at 160° C. The suspension was cooled to room temperature, to which 10 ml of water was added. Whereupon formed solid was recovered by filtration, washed with hexane and dried to provide 323 mg of the title compound. Starting materials: O=C1CCC(=O)N1Br, COC(=O)NC(C)(CO)CCc1cccs1, CN(C)C=O, Cl. Yields the product COC(=O)NC(C)(CO)CCc1ccc(Br)s1. RXN SMILES: [Br:17][N:18]1[C:19](=[O:20])[CH2:21][CH2:22][C:23]1=[O:24].[CH3:1][O:2][C:3](=[O:4])[NH:5][C:6]([CH2:7][OH:8])([CH2:9][CH2:10][c:11]1[s:12][cH:13][cH:14][cH:15]1)[CH3:16].[CH3:26][N:27]([CH3:28])[CH:29]=[O:30].[ClH:25]>>[CH3:1][O:2][C:3](=[O:4])[NH:5][C:6]([CH2:7][OH:8])([CH2:9][CH2:10][c:11]1[s:12][c:13]([Br:17])[cH:14][cH:15]1)[CH3:16]. The reactants are ClC=1C=NC(=NC1)N1CCC(CC1)NC1CC1 ([1-(5-chloro-pyrimidin-2-yl)-piperidin-4-yl]-cyclopropyl-amine), FC=1C=C(C(=O)O)C=CC1N1C(=NC=C1)C (3-fluoro-4-(2-methyl-imidazol-1-yl)-benzoic acid). The product is ClC=1C=NC(=NC1)N1CCC(CC1)N(C(C1=CC(=C(C=C1)N1C(=NC=C1)C)F)=O)C1CC1 (N-[1-(5-Chloro-pyrimidin-2-yl)-piperidin-4-yl]-N-cyclopropyl-3-fluoro-4-(2-methyl-imidazol-1-yl)-benzamide). As a reaction SMILES: [Cl:1][C:2]1[CH:3]=[N:4][C:5]([N:8]2[CH2:13][CH2:12][CH:11]([NH:14][CH:15]3[CH2:17][CH2:16]3)[CH2:10][CH2:9]2)=[N:6][CH:7]=1.[F:18][C:19]1[CH:20]=[C:21]([CH:25]=[CH:26][C:27]=1[N:28]1[CH:32]=[CH:31][N:30]=[C:29]1[CH3:33])[C:22](O)=[O:23]>>[Cl:1][C:2]1[CH:3]=[N:4][C:5]([N:8]2[CH2:13][CH2:12][CH:11]([N:14]([CH:15]3[CH2:17][CH2:16]3)[C:22](=[O:23])[C:21]3[CH:25]=[CH:26][C:27]([N:28]4[CH:32]=[CH:31][N:30]=[C:29]4[CH3:33])=[C:19]([F:18])[CH:20]=3)[CH2:10][CH2:9]2)=[N:6][CH:7]=1. Reported procedure: The title compound is prepared from [1-(5-chloro-pyrimidin-2-yl)-piperidin-4-yl]-cyclopropyl-amine and 3-fluoro-4-(2-methyl-imidazol-1-yl)-benzoic acid following a procedure analogous to that described in Example 107. LC (method 19): tR=4.04 min; Mass spectrum (ESI+): m/z=455 [M+H]+. Starting materials: COC(=O)C(NC(c1ccccc1)(c1ccccc1)c1ccccc1)C(C)O, C1CCOC1, Cc1ccccc1, CCOCC, CCOC(C)=O, [Na+], O=C([O-])O, O=C(O)c1ccccc1, c1ccc(P(c2ccccc2)c2ccccc2)cc1. Product: COC(=O)C(NC(c1ccccc1)(c1ccccc1)c1ccccc1)C(C)OC(=O)c1ccccc1. Reaction SMILES: [C:1]([c:2]1[cH:3][cH:4][cH:5][cH:6][cH:7]1)([c:8]1[cH:9][cH:10][cH:11][cH:12][cH:13]1)([c:14]1[cH:15][cH:16][cH:17][cH:18][cH:19]1)[NH:20][CH:21]([CH:22]([OH:23])[CH3:24])[C:25](=[O:26])[O:27][CH3:28].[CH2:80]1[O:81][CH2:82][CH2:83][CH2:84]1.[CH3:57][c:58]1[cH:59][cH:60][cH:61][cH:62][cH:63]1.[CH3:69][CH2:70][O:71][CH2:72][CH3:73].[CH3:74][CH2:75][O:76][C:77](=[O:78])[CH3:79].[Na+:68].[O-:64][C:65]([OH:66])=[O:67].[OH:29][C:30](=[O:31])[c:32]1[cH:33][cH:34][cH:35][cH:36][cH:37]1.[c:38]1([P:39]([c:40]2[cH:41][cH:42][cH:43][cH:44][cH:45]2)[c:46]2[cH:47][cH:48][cH:49][cH:50][cH:51]2)[cH:52][cH:53][cH:54][cH:55][cH:56]1>>[C:1]([c:2]1[cH:3][cH:4][cH:5][cH:6][cH:7]1)([c:8]1[cH:9][cH:10][cH:11][cH:12][cH:13]1)([c:14]1[cH:15][cH:16][cH:17][cH:18][cH:19]1)[NH:20][CH:21]([CH:22]([O:23][C:30](=[O:29])[c:32]1[cH:33][cH:34][cH:35][cH:36][cH:37]1)[CH3:24])[C:25](=[O:26])[O:27][CH3:28]. Starting materials: ClC(=C(C)C)N(C)C (1-Chloro-N,N,2-trimethyl-1-propenylamine), N1(CCC1)C(=O)C1=CC(=C(OC=2C=C(C(=O)O)C=C(C2)O[C@H](CO[Si](C)(C)C(C)(C)C)C)C=C1)F (3-[4-(azetidin-1-ylcarbonyl)-2-fluorophenoxy]-5-((1S)-2-{[tert-butyl(dimethyl)silyl]oxy}-1-methylethoxy)benzoic acid), NC1=NC=C(N=C1)C (2-Amino-5-methylpyrazine), N1=CC=CC=C1 (pyridine). Run in C(Cl)Cl (DCM). Reaction conditions: time 11 hour. Yields the product N1(CCC1)C(=O)C1=CC(=C(OC=2C=C(C(=O)NC3=NC=C(N=C3)C)C=C(C2)O[C@H](CO[Si](C)(C)C(C)(C)C)C)C=C1)F (3-[4-(Azetidin-1-ylcarbonyl)-2-fluorophenoxy]-5-((1S)-2-{[tert-butyl(dimethyl)silyl]oxy}-1-methylethoxy)-N-(5-methylpyrazin-2-yl)benzamide). Yield: 101.6%. RXN SMILES: ClC(N(C)C)=C(C)C.[N:9]1([C:13]([C:15]2[CH:42]=[CH:41][C:18]([O:19][C:20]3[CH:21]=[C:22]([CH:26]=[C:27]([O:29][C@@H:30]([CH3:40])[CH2:31][O:32][Si:33]([C:36]([CH3:39])([CH3:38])[CH3:37])([CH3:35])[CH3:34])[CH:28]=3)[C:23]([OH:25])=O)=[C:17]([F:43])[CH:16]=2)=[O:14])[CH2:12][CH2:11][CH2:10]1.[NH2:44][C:45]1[CH:50]=[N:49][C:48]([CH3:51])=[CH:47][N:46]=1.N1C=CC=CC=1>C(Cl)Cl>[N:9]1([C:13]([C:15]2[CH:42]=[CH:41][C:18]([O:19][C:20]3[CH:21]=[C:22]([CH:26]=[C:27]([O:29][C@@H:30]([CH3:40])[CH2:31][O:32][Si:33]([C:36]([CH3:38])([CH3:39])[CH3:37])([CH3:35])[CH3:34])[CH:28]=3)[C:23]([NH:44][C:45]3[CH:50]=[N:49][C:48]([CH3:51])=[CH:47][N:46]=3)=[O:25])=[C:17]([F:43])[CH:16]=2)=[O:14])[CH2:12][CH2:11][CH2:10]1. Procedure: 1-Chloro-N,N,2-trimethyl-1-propenylamine (0.86 g, 6.56 mmol) was added to a solution of 3-[4-(azetidin-1-ylcarbonyl)-2-fluorophenoxy]-5-((1S)-2-{[tert-butyl(dimethyl)silyl]oxy}-1-methylethoxy)benzoic acid (3 g, 5.96 mmol) in DCM (100 mL) and stirred at RT for 11 hour. 2-Amino-5-methylpyrazine (1.3 g, 11.9 mmol) and pyridine (0.94 mL, 11.9 mmol) were added and the reaction stirred for a further 30 mins. The solvent was removed in vacuo. Water (100 mL) was added and the mixture extracted with ethy...